This data is from the Open Reaction Database (ORD), a public repository of structured organic reaction records. The task is: describe an organic reaction: reactants, conditions, products, and yield Reactants: COC=C1C(NC(C2=CC=C(C=C12)N1C=CC=C1)=O)=O (4-methoxymethylene-6-pyrrol-1-yl-4H-isoquinoline-1,3-dione), CN1CCN(CC1)C1=CC=C(C=C1)N (4-(4-methyl-piperazin-1-yl)-phenylamine). Run in CN(C=O)C (N,N-dimethylformamide). Reaction conditions: temperature 100 celsius. Product: CN1CCN(CC1)C1=CC=C(C=C1)N\C=C\1/C(NC(C2=CC=C(C=C12)N1C=CC=C1)=O)=O ((4Z)-4-({[4-(4-Methylpiperazin-1-yl)phenyl]amino}methylene)-6-(1H-pyrrol-1-yl)isoquinoline-1,3(2H,4H)-dione). Reaction SMILES: CO[CH:3]=[C:4]1[C:13]2[C:8](=[CH:9][CH:10]=[C:11]([N:14]3[CH:18]=[CH:17][CH:16]=[CH:15]3)[CH:12]=2)[C:7](=[O:19])[NH:6][C:5]1=[O:20].[CH3:21][N:22]1[CH2:27][CH2:26][N:25]([C:28]2[CH:33]=[CH:32][C:31]([NH2:34])=[CH:30][CH:29]=2)[CH2:24][CH2:23]1>CN(C)C=O>[CH3:21][N:22]1[CH2:23][CH2:24][N:25]([C:28]2[CH:33]=[CH:32][C:31]([NH:34]/[CH:3]=[C:4]3\[C:5](=[O:20])[NH:6][C:7](=[O:19])[C:8]4[C:13]\3=[CH:12][C:11]([N:14]3[CH:18]=[CH:17][CH:16]=[CH:15]3)=[CH:10][CH:9]=4)=[CH:30][CH:29]=2)[CH2:26][CH2:27]1. Reported procedure: A mixture of 4-methoxymethylene-6-pyrrol-1-yl-4H-isoquinoline-1,3-dione, (100 mg, 0.3727 mmol), 4-(4-methyl-piperazin-1-yl)-phenylamine (71.3 mg, 0.3727 mmol) in 1 mL of N,N-dimethylformamide is heated at 100° C. for 0.5 h. After the solvent is evaporated, ether is added to the residue. The precipitate is collected, and washed with ether to give 122 mg (77%) of light brown solid mp 239-240° C.; HRMS (ESI) m/z calcd for C25H25N5O2 428.20811. found 428.20865 (M+H)+1, Analysis for C25H25N5O2 (0.6H2... The reactants are Br, COc1ccccc1C1CCNCC1. Product: Oc1ccccc1C1CCNCC1. Reaction SMILES: [BrH:15].[CH3:1][O:2][c:3]1[c:4]([CH:9]2[CH2:10][CH2:11][NH:12][CH2:13][CH2:14]2)[cH:5][cH:6][cH:7][cH:8]1>>[OH:2][c:3]1[c:4]([CH:9]2[CH2:10][CH2:11][NH:12][CH2:13][CH2:14]2)[cH:5][cH:6][cH:7][cH:8]1. The reactants are C(O)([O-])=O.[Na+] (Sodium hydrogencarbonate), N1CCC2(CC1)[C@H](CC1=CC=CC=C12)OCC(=O)OCC (Ethyl [(2S)-2,3-dihydrospiro[indene-1,4′-piperidin]-2-yloxy]acetate), CS(=O)(=O)OCC[C@]1(CN(CO1)C(C1=CC(=CC(=C1)C(F)(F)F)C(F)(F)F)=O)C1=CC=C(C=C1)F (2-[(5R)-3-[3,5-Bis(trifluoromethyl)benzoyl]-5-(4-fluorophenyl)-1,3-oxazolidin-5-yl]ethyl methanesulfonate). Solvent: C(C)#N (acetonitrile). Product: FC(C=1C=C(C(=O)N2CO[C@@](C2)(C2=CC=C(C=C2)F)CCN2CCC3(CC2)[C@H](CC2=CC=CC=C23)OCC(=O)OCC)C=C(C1)C(F)(F)F)(F)F (Ethyl {[(2S)-1′-{2-[(5R)-3-[3,5-bis(trifluoromethyl)benzoyl]-5-(4-fluorophenyl)-1,3-oxazolidin-5-yl]ethyl}-2,3-dihydrospiro[indene-1,4′-piperidin]-2-yl]oxy}acetate). Isolated yield 93.3%. RXN SMILES: C(=O)([O-])O.[Na+].[NH:6]1[CH2:11][CH2:10][C:9]2([C:19]3[C:14](=[CH:15][CH:16]=[CH:17][CH:18]=3)[CH2:13][C@@H:12]2[O:20][CH2:21][C:22]([O:24][CH2:25][CH3:26])=[O:23])[CH2:8][CH2:7]1.CS(O[CH2:32][CH2:33][C@:34]1([C:55]2[CH:60]=[CH:59][C:58]([F:61])=[CH:57][CH:56]=2)[O:38][CH2:37][N:36]([C:39](=[O:54])[C:40]2[CH:45]=[C:44]([C:46]([F:49])([F:48])[F:47])[CH:43]=[C:42]([C:50]([F:53])([F:52])[F:51])[CH:41]=2)[CH2:35]1)(=O)=O>C(#N)C>[F:52][C:50]([F:51])([F:53])[C:42]1[CH:41]=[C:40]([CH:45]=[C:44]([C:46]([F:49])([F:47])[F:48])[CH:43]=1)[C:39]([N:36]1[CH2:35][C@@:34]([CH2:33][CH2:32][N:6]2[CH2:11][CH2:10][C:9]3([C:19]4[C:14](=[CH:15][CH:16]=[CH:17][CH:18]=4)[CH2:13][C@@H:12]3[O:20][CH2:21][C:22]([O:24][CH2:25][CH3:26])=[O:23])[CH2:8][CH2:7]2)([C:55]2[CH:56]=[CH:57][C:58]([F:61])=[CH:59][CH:60]=2)[O:38][CH2:37]1)=[O:54] |f:0.1|. Procedure details: Sodium hydrogencarbonate (7.15 g, 85.11 mmol) was added to a solution of the crude product (32.1 g) obtained in Example 1h and the compound (37.6 g, 70.9 mmol) obtained in Example 1d in acetonitrile (160 mL) with stirring at room temperature, and the mixture was stirred at reflux temperature under a nitrogen atmosphere for 14 hours. The reaction mixture was left to stand for cooling to room temperature, and then the organic solvent was evaporated under reduced pressure. An aqueous sodium hydroge... Starting materials: OO (hydrogen peroxide), C(C)(=O)O.OC[C@H]([C@H]1CC[C@H]2[C@@H]3CCC4=CC(CC[C@]4(C)[C@H]3CC[C@]12C)=O)C ((20S)-21-hydroxy-20-methylpregn-4-en-3-one acetate), [OH-].[Na+] (sodium hydroxide). The solvent is CO (methanol), ClCCl (dichloromethane), O (water). Run at time 30 minute. The product is C(C)(=O)O.O1C2C13CC[C@H]1[C@@H]4CC[C@H]([C@@H](CO)C)[C@]4(CC[C@@H]1[C@]3(CCC2=O)C)C ((20S)-4,5-epoxy-21-hydroxy-20-methylpregnan-3-one acetate). The yield is 122.5%. Reaction SMILES: [C:1]([OH:4])(=[O:3])[CH3:2].[OH:5][CH2:6][C@@H:7]([CH3:28])[C@@H:8]1[C@:25]2([CH3:26])[C@H:11]([C@H:12]3[C@H:22]([CH2:23][CH2:24]2)[C@:20]2([CH3:21])[C:15](=[CH:16][C:17](=[O:27])[CH2:18][CH2:19]2)[CH2:14][CH2:13]3)[CH2:10][CH2:9]1.OO.[OH-:31].[Na+]>CO.ClCCl.O>[C:1]([OH:4])(=[O:3])[CH3:2].[O:31]1[C:15]23[C@:20]([CH3:21])([CH2:19][CH2:18][C:17](=[O:27])[CH:16]12)[C@@H:22]1[C@H:12]([C@H:11]2[C@:25]([CH3:26])([CH2:24][CH2:23]1)[C@@H:8]([C@H:7]([CH3:28])[CH2:6][OH:5])[CH2:9][CH2:10]2)[CH2:13][CH2:14]3 |f:0.1,3.4,8.9|. Reported procedure: To a solution of (20S)-21-hydroxy-20-methylpregn-4-en-3-one acetate (10.6 g, 28.3 mmole) in methanol (60 mL) and dichloromethane (15 mL) cooled to 15° C. in a cold water bath there was added 30% hydrogen peroxide (6.8 mL) and then, dropwise, a solution of sodium hydroxide (0.49 g) in water (3.2 mL). After 30 minutes, the cold bath was removed and the reaction was stirred for 4 hours at room temperature. The solvents were then removed under reduced pressure and the residue was dissolved in dichlo... Starting materials: COC(=O)COc1cccc(COC(=O)N(c2ccccc2)c2ccccc2)c1Cl, CO, [Li+], C1CCOC1, [OH-], O. Yields the product O=C(O)COc1cccc(COC(=O)N(c2ccccc2)c2ccccc2)c1Cl. RXN SMILES: [CH3:1][O:2][C:3]([CH2:4][O:5][c:6]1[c:7]([Cl:29])[c:8]([CH2:12][O:13][C:14]([N:15]([c:16]2[cH:17][cH:18][cH:19][cH:20][cH:21]2)[c:22]2[cH:23][cH:24][cH:25][cH:26][cH:27]2)=[O:28])[cH:9][cH:10][cH:11]1)=[O:30].[CH3:33][OH:34].[Li+:31].[O:36]1[CH2:37][CH2:38][CH2:39][CH2:40]1.[OH-:32].[OH2:35]>>[O:2]=[C:3]([CH2:4][O:5][c:6]1[c:7]([Cl:29])[c:8]([CH2:12][O:13][C:14]([N:15]([c:16]2[cH:17][cH:18][cH:19][cH:20][cH:21]2)[c:22]2[cH:23][cH:24][cH:25][cH:26][cH:27]2)=[O:28])[cH:9][cH:10][cH:11]1)[OH:30]. Starting materials: C(C)(C)(C)OC(=O)NC1=C(N=C(S1)C1=C(C(=CC=C1)F)F)C(=O)O (5-(tert-butoxycarbonylamino)-2-(2,3-difluorophenyl)thiazole-4-carboxylic acid), F[C@@H]1CO[C@@H](CC[C@H]1NC(OC(C)(C)C)=O)C=1N(N=CC1[N+](=O)[O-])C (tert-butyl N-[(3S,4R,7S)-3-fluoro-7-(2-methyl-4-nitro-pyrazol-3-yl)oxepan-4-yl]carbamate), BrC=1SC(=C(N1)C(NC=1C=NN(C1[C@H]1OC[C@@H]([C@@H](CC1)NC(=O)OC(C)(C)C)F)C)=O)NC(OC(C)(C)C)=O (tert-Butyl N-[2-bromo-4-[[5-[(2S,5R,6R)-5-(tert-butoxycarbonylamino)-6-fluoro-oxepan-2-yl]-1-methyl-pyrazol-4-yl]carbamoyl]thiazol-5-yl]carbamate). Product: NC1=C(N=C(S1)C1=C(C(=CC=C1)F)F)C(=O)NC=1C=NN(C1[C@H]1OC[C@@H]([C@@H](CC1)N)F)C (5-Amino-N-[5-[(2S,5R,6R)-5-amino-6-fluoro-oxepan-2-yl]-1-methyl-pyrazol-4-yl]-2-(2,3-difluorophenyl)thiazole-4-carboxamide), hydrochloride salt. As a reaction SMILES: [F:1][C@H:2]1[C@H:8]([NH:9]C(=O)OC(C)(C)C)[CH2:7][CH2:6][C@@H:5]([C:17]2[N:18]([CH3:25])[N:19]=[CH:20][C:21]=2[N+:22]([O-])=O)[O:4][CH2:3]1.BrC1SC(NC(=O)OC(C)(C)C)=C(C(=O)NC2C=NN(C)C=2[C@@H]2CC[C@@H](NC(OC(C)(C)C)=O)[C@@H](F)CO2)N=1.C(OC([NH:72][C:73]1[S:77][C:76]([C:78]2[CH:83]=[CH:82][CH:81]=[C:80]([F:84])[C:79]=2[F:85])=[N:75][C:74]=1[C:86](O)=[O:87])=O)(C)(C)C>>[NH2:72][C:73]1[S:77][C:76]([C:78]2[CH:83]=[CH:82][CH:81]=[C:80]([F:84])[C:79]=2[F:85])=[N:75][C:74]=1[C:86]([NH:22][C:21]1[CH:20]=[N:19][N:18]([CH3:25])[C:17]=1[C@@H:5]1[CH2:6][CH2:7][C@@H:8]([NH2:9])[C@@H:2]([F:1])[CH2:3][O:4]1)=[O:87]. Reported procedure: Following the procedure for Example 111 starting from tert-butyl N-[(3S,4R,7S)-3-fluoro-7-(2-methyl-4-nitro-pyrazol-3-yl)oxepan-4-yl]carbamate (Intermediate 88), and replacing 5-((tert-butoxycarbonyl)amino)-2-(2,6-difluorophenyl)thiazole-4-carboxylic acid with 5-(tert-butoxycarbonylamino)-2-(2,3-difluorophenyl)thiazole-4-carboxylic acid (Example 25) gave 181 as the hydrochloride salt as a pale pink solid (30 mg, 38% over three steps). 1H NMR (400 MHz, d6-DMSO) δ 9.42 (s, 1H), 8.54-8.41 (m, 4H), ... The product is CC(C)(C)OC(=O)N1CCN(CCCS(N)(=O)=O)CC1. The reactants are CC(C)(C)OC(=O)N1CCN(CCCS(=O)(=O)NC(c2ccccc2)c2ccccc2)CC1, CO, [OH-], [OH-], [Pd+2]. As a reaction SMILES: [C:1]([CH3:2])([CH3:3])([CH3:4])[O:5][C:6](=[O:7])[N:8]1[CH2:9][CH2:10][N:11]([CH2:14][CH2:15][CH2:16][S:17]([NH:18][CH:19]([c:20]2[cH:21][cH:22][cH:23][cH:24][cH:25]2)[c:26]2[cH:27][cH:28][cH:29][cH:30][cH:31]2)(=[O:32])=[O:33])[CH2:12][CH2:13]1.[CH3:34][OH:35].[OH-:36].[OH-:38].[Pd+2:37]>>[C:1]([CH3:2])([CH3:3])([CH3:4])[O:5][C:6](=[O:7])[N:8]1[CH2:9][CH2:10][N:11]([CH2:14][CH2:15][CH2:16][S:17]([NH2:18])(=[O:32])=[O:33])[CH2:12][CH2:13]1. Reactants: COC1=CC=C(C=C1)S(=O)(=O)C(C(=O)O)(CC#C)CC=1C=NC=CC1 (2-(4-methoxy-benzenesulfonyl)-2-pyridin-3-ylmethyl-pent-4-ynoic acid), Cl.NO (hydroxylamine hydrochloride). Product: ONC(C(CC#C)(CC=1C=NC=CC1)S(=O)(=O)C1=CC=C(C=C1)OC)=O (2-(4-Methoxy-benzenesulfonyl)-2-pyridin-3-ylmethyl-pent-4-ynoic acid hydroxyamide), product. The yield is 25.0%. RXN SMILES: [CH3:1][O:2][C:3]1[CH:8]=[CH:7][C:6]([S:9]([C:12]([CH2:19][C:20]2[CH:21]=[N:22][CH:23]=[CH:24][CH:25]=2)([CH2:16][C:17]#[CH:18])[C:13](O)=[O:14])(=[O:11])=[O:10])=[CH:5][CH:4]=1.Cl.[NH2:27][OH:28]>>[OH:28][NH:27][C:13](=[O:14])[C:12]([S:9]([C:6]1[CH:7]=[CH:8][C:3]([O:2][CH3:1])=[CH:4][CH:5]=1)(=[O:11])=[O:10])([CH2:19][C:20]1[CH:21]=[N:22][CH:23]=[CH:24][CH:25]=1)[CH2:16][C:17]#[CH:18] |f:1.2|. Reported procedure: 2-(4-Methoxy-benzenesulfonyl)-2-pyridin-3-ylmethyl-pent-4-ynoic acid hydroxyamide was prepared according to the method as outlined in Example 1. Starting from 2-(4-methoxy-benzenesulfonyl)-2-pyridin-3-ylmethyl-pent-4-ynoic acid (0.29 g, 0.81 mmol) and hydroxylamine hydrochloride (0.70 m, 10 mmol), 0.065 g of the product was isolated. Yield 25%; off-white solid; mp 70° C.; MS: 375.0 (M+H)+; 1H NMR (300 MHz, DMSO-d6) δ 1.19 (brs, 1H), 2.90-3.00 (m, 2H), 3.55 (d, J=13.8 Hz, 1H), 3.67 (d, J=13.8 Hz,... Reactants: CN(C)CCN(C)C (TMEDA), C(C=C)[C@@]1(C(N[C@@H]([C@H](C1)C1=CC(=CC=C1)Cl)C1=CC=C(C=C1)Cl)=O)C ((3S,5R,6S)-3-allyl-5-(3-chlorophenyl)-6-(4-chlorophenyl)-3-methylpiperidin-2-one), IC1=NC=CN=C1 (2-iodopyrazine), C([O-])([O-])=O.[Cs+].[Cs+] (cesium carbonate). Reagents/catalysts: [Cu]I (copper (I) iodide). Solvent: O1CCOCC1 (1,4-dioxane). Run at temperature 110 celsius, time 15 hour. The product is C(C=C)[C@@]1(C(N([C@@H]([C@H](C1)C1=CC(=CC=C1)Cl)C1=CC=C(C=C1)Cl)C1=NC=CN=C1)=O)C ((3S,5R,6S)-3-allyl-5-(3-chlorophenyl)-6-(4-chlorophenyl)-3-methyl-1-(pyrazin-2-yl)piperidin-2-one). As a reaction SMILES: [CH2:1]([C@@:4]1([CH3:25])[CH2:9][C@H:8]([C:10]2[CH:15]=[CH:14][CH:13]=[C:12]([Cl:16])[CH:11]=2)[C@@H:7]([C:17]2[CH:22]=[CH:21][C:20]([Cl:23])=[CH:19][CH:18]=2)[NH:6][C:5]1=[O:24])[CH:2]=[CH2:3].I[C:27]1[CH:32]=[N:31][CH:30]=[CH:29][N:28]=1.C(=O)([O-])[O-].[Cs+].[Cs+].CN(CCN(C)C)C>O1CCOCC1.[Cu]I>[CH2:1]([C@@:4]1([CH3:25])[CH2:9][C@H:8]([C:10]2[CH:15]=[CH:14][CH:13]=[C:12]([Cl:16])[CH:11]=2)[C@@H:7]([C:17]2[CH:22]=[CH:21][C:20]([Cl:23])=[CH:19][CH:18]=2)[N:6]([C:27]2[CH:32]=[N:31][CH:30]=[CH:29][N:28]=2)[C:5]1=[O:24])[CH:2]=[CH2:3] |f:2.3.4|. Procedure details: (3S,5R,6S)-3-allyl-5-(3-chlorophenyl)-6-(4-chlorophenyl)-3-methylpiperidin-2-one (Example 71, Step D) (100 mg, 0.27 mmol), 2-iodopyrazine (170 μL, 0.80 mmol) and cesium carbonate (220 mg, 0.67 mmol) were dissolved in 2.7 mL of 1,4-dioxane. The reaction vessel was flushed with argon, copper (I) iodide (5.1 mg, 27 μmol) and TMEDA (11 μL, 80 μmol) were added, and the reaction mixture was allowed to stir at 110° C. for 15 hours. The reaction mixture was cooled to room temperature, quenched with wate... Reactants: CNC (Dimethylamine), CC=1NC2=CC=C(C=C2C1)/C=C/C(=O)OCC1=CC=CC=C1 (benzyl (E)-3-(2-methyl-1H-indol-5-yl)-2-propenoate), [OH-].[Na+] (sodium hydroxide), C=O (formaldehyde). Run in C(C)(=O)O (acetic acid), O1CCCC1 (tetrahydrofuran), C(C)(=O)OCC (ethyl acetate). Reaction conditions: time 3 hour. Yields the product CN(C)CC1=C(NC2=CC=C(C=C12)/C=C/C(=O)OCC1=CC=CC=C1)C (Benzyl (E)-3-[3-(dimethylaminomethyl)-2-methyl-1H-indol-5-yl]-2-propenoate). Reaction SMILES: [CH3:1][NH:2][CH3:3].[CH3:4][C:5]1[NH:6][C:7]2[C:12]([CH:13]=1)=[CH:11][C:10](/[CH:14]=[CH:15]/[C:16]([O:18][CH2:19][C:20]1[CH:25]=[CH:24][CH:23]=[CH:22][CH:21]=1)=[O:17])=[CH:9][CH:8]=2.[CH2:26]=O.[OH-].[Na+]>C(O)(=O)C.O1CCCC1.C(OCC)(=O)C>[CH3:1][N:2]([CH2:26][C:13]1[C:12]2[C:7](=[CH:8][CH:9]=[C:10](/[CH:14]=[CH:15]/[C:16]([O:18][CH2:19][C:20]3[CH:25]=[CH:24][CH:23]=[CH:22][CH:21]=3)=[O:17])[CH:11]=2)[NH:6][C:5]=1[CH3:4])[CH3:3] |f:3.4|. Procedure: Dimethylamine (3.35 ml of 33% solution in methylated spirit) was added to astirred mixture of benzyl (E)-3-(2-methyl-1H-indol-5-yl)-2-propenoate (6.50g) in a mixture of acetic acid (14 ml) and tetrahydrofuran (15 ml) at 0° C., followed by the dropwise addition of formaldehyde (1.75 ml of 40% aqueous solution). The mixture was stirred at room temperature for 3 hours and then diluted with ethyl acetate. 2N sodium hydroxide was addeddropwise with stirring until the pH of the aqueous layer was ca.9....